This data is from the Open Reaction Database (ORD), a public repository of structured organic reaction records. The task is: describe an organic reaction: reactants, conditions, products, and yield The reactants are C(C)(=O)NC1CCC(CC1)=O (4-acetamido cyclohexanone), dimethylacetal, CN(C=O)C (dimethylformamide). Product: CN(C)C=C1C(CCC(C1)NC(C)=O)=O (2-dimethylaminomethylene-4-acetamidocyclohexanone). Reaction SMILES: [C:1]([NH:4][CH:5]1[CH2:10][CH2:9][C:8](=[O:11])[CH2:7][CH2:6]1)(=[O:3])[CH3:2].[CH3:12][N:13]([CH3:16])[CH:14]=O>>[CH3:12][N:13]([CH:16]=[C:9]1[CH2:10][CH:5]([NH:4][C:1](=[O:3])[CH3:2])[CH2:6][CH2:7][C:8]1=[O:11])[CH3:14]. Procedure: According to Reaction Scheme I, 4-acetamido cyclohexanone, prepared by the procedure of Fraser and Swingle, Can. J. Chem., 48, 2065 (1970) is reacted with the dimethylacetal of dimethylformamide to yield 2-dimethylaminomethylene-4-acetamidocyclohexanone (III). Reacting this compound with sodium glycinate followed by a ring closure reaction in the presence of acetic anhydride yields, when R3 is methyl, dl-2-acetyl-5-acetamido-4,5,6,7-tetrahydro-2H-benzo[c]-pyrrole (IV). Treatment of this latter c... Reactants: C(C1=CC=CC=C1)(C1=CC=CC=C1)(C1=CC=CC=C1)Cl (trityl chloride), 93(OH). The reagents and catalysts are [Pd] (palladium on carbon). Run in ClCCl (dichloromethane). Run at time 12 hour. The product is C(C1=CC=CC=C1)(C1=CC=CC=C1)C1=CC=CC=C1 (tritane). Isolated yield 55.5%. Reaction SMILES: [C:1](Cl)([C:14]1[CH:19]=[CH:18][CH:17]=[CH:16][CH:15]=1)([C:8]1[CH:13]=[CH:12][CH:11]=[CH:10][CH:9]=1)[C:2]1[CH:7]=[CH:6][CH:5]=[CH:4][CH:3]=1>ClCCl.[Pd]>[CH:1]([C:2]1[CH:7]=[CH:6][CH:5]=[CH:4][CH:3]=1)([C:14]1[CH:15]=[CH:16][CH:17]=[CH:18][CH:19]=1)[C:8]1[CH:9]=[CH:10][CH:11]=[CH:12][CH:13]=1. Procedure details: TRISPA (200 g, assay 95% 148.48×10-3 moles) and trityl chloride (5 g 179.52×10-4 moles) in dichloromethane (600 ml) was hydrogenated at ambient temperature and atmospheric pressure in the presence of palladium on carbon catalyst (10%, 2.5 g). Uptake of gas was complete in 12 hours and then Amberlite IRA-93(OH) resin (40 g) was added and the suspension was stirred at ambient for 12 hours. Removal of the solids and solvent gave a residue (209 g: assay, 4-PAS 35.1%, 6-PAS 16.7%, tritane 55.5%). Tol... Reactants: CN1CCN(CC1)C=1C=CC(=C(C1)N)OC(F)(F)F (5-(4-methyl-piperazin-1-yl)-2-trifluoromethoxy-phenylamine), N#CN (cyanamide). Run in O (water), Cl (HCl). Reaction conditions: temperature 60 celsius, time 1 hour. Yields the product CN1CCN(CC1)C=1C=CC(=C(C1)NC(=N)N)OC(F)(F)F (N-[5-(4-Methyl-piperazin-1-yl)-2-trifluoromethoxy-phenyl]-guanidine). The yield is 75.6%. RXN SMILES: [CH3:1][N:2]1[CH2:7][CH2:6][N:5]([C:8]2[CH:9]=[CH:10][C:11]([O:15][C:16]([F:19])([F:18])[F:17])=[C:12]([NH2:14])[CH:13]=2)[CH2:4][CH2:3]1.[N:20]#[C:21][NH2:22]>Cl.O>[CH3:1][N:2]1[CH2:7][CH2:6][N:5]([C:8]2[CH:9]=[CH:10][C:11]([O:15][C:16]([F:19])([F:17])[F:18])=[C:12]([NH:14][C:21]([NH2:22])=[NH:20])[CH:13]=2)[CH2:4][CH2:3]1. Procedure: To a solution of 5-(4-methyl-piperazin-1-yl)-2-trifluoromethoxy-phenylamine (275 mg, 1 mmol) in HCl 6N (1 mL), cyanamide (336 mg, 8.0 mmol) was added and the reaction was stirred at 60° C. for 1 h. The mixture was cooled down to room temperature, diluted with water (3 mL), extracted with DCM (10 mL). NaOH 2N was added to pH>11. The aqueous phase was extracted with Et2O (3×10 mL), dried over sodium sulfate and concentrated. The residue was crystallized from diethyl ether to give the title compoun... Starting materials: CCCCN1C(=O)C(Cl)=C(c2cccc(Cl)c2)S1(=O)=O, CC#N, Nc1ccc(OC(F)F)cc1. Product: CCCCN1C(=O)C(Nc2ccc(OC(F)F)cc2)=C(c2cccc(Cl)c2)S1(=O)=O. Reaction SMILES: [CH2:1]([CH2:2][CH2:3][CH3:4])[N:5]1[S:6](=[O:19])(=[O:20])[C:7]([c:12]2[cH:13][c:14]([Cl:18])[cH:15][cH:16][cH:17]2)=[C:8]([Cl:11])[C:9]1=[O:10].[CH3:32][C:33]#[N:34].[F:21][CH:22]([O:23][c:24]1[cH:25][cH:26][c:27]([NH2:28])[cH:29][cH:30]1)[F:31]>>[CH2:1]([CH2:2][CH2:3][CH3:4])[N:5]1[S:6](=[O:19])(=[O:20])[C:7]([c:12]2[cH:13][c:14]([Cl:18])[cH:15][cH:16][cH:17]2)=[C:8]([NH:28][c:27]2[cH:26][cH:25][c:24]([O:23][CH:22]([F:21])[F:31])[cH:30][cH:29]2)[C:9]1=[O:10]. Reactants: NC(C(O)C1=C(C=C(C=C1)F)F)CC1=CC=C(C=C1)C(F)(F)F ((1RS,2SR)-2-amino-1-(2,4-difluorophenyl)-3-(4-(trifluoromethyl)phenyl)-1-propanol), C1(=CC=CC=C1)CCC(=O)Cl (3-phenylpropionyl chloride), C(O)([O-])=O.[Na+] (sodium hydrogen carbonate). Run in C(C)(=O)OCC (ethyl acetate), O (water). Run at time 8 hour. Yields the product FC1=C(C=CC(=C1)F)C(C(CC1=CC=C(C=C1)C(F)(F)F)NC(CCC1=CC=CC=C1)=O)O (N-((1RS,2SR)-2-(2,4-difluorophenyl)-2-hydroxy-1-((4-(trifluoromethyl)phenyl)methyl)ethyl)-3-phenylpropanamide). The yield is 88.8%. RXN SMILES: [NH2:1][CH:2]([CH2:13][C:14]1[CH:19]=[CH:18][C:17]([C:20]([F:23])([F:22])[F:21])=[CH:16][CH:15]=1)[CH:3]([C:5]1[CH:10]=[CH:9][C:8]([F:11])=[CH:7][C:6]=1[F:12])[OH:4].[C:24]1([CH2:30][CH2:31][C:32](Cl)=[O:33])[CH:29]=[CH:28][CH:27]=[CH:26][CH:25]=1.C(=O)([O-])O.[Na+]>C(OCC)(=O)C.O>[F:12][C:6]1[CH:7]=[C:8]([F:11])[CH:9]=[CH:10][C:5]=1[CH:3]([OH:4])[CH:2]([NH:1][C:32](=[O:33])[CH2:31][CH2:30][C:24]1[CH:29]=[CH:28][CH:27]=[CH:26][CH:25]=1)[CH2:13][C:14]1[CH:19]=[CH:18][C:17]([C:20]([F:23])([F:22])[F:21])=[CH:16][CH:15]=1 |f:2.3|. Procedure details: To a solution of (1RS,2SR)-2-amino-1-(2,4-difluorophenyl)-3-(4-(trifluoromethyl)phenyl)-1-propanol (400 mg, 1.21 mmol) in ethyl acetate (20 ml) were added 3-phenylpropionyl chloride (269 ml, 1.81 mmol) and saturated aqueous sodium hydrogen carbonate (20 ml) and the mixture was stirred overnight at room temperature. The reaction solution was diluted with water (100 ml) and extracted with ethyl acetate (100 ml×2). The extract was washed with saturated brine, dried over anhydrous magnesium sulfate ... Reactants: C1=CC=C(C=C1)NC2=CC=C(C=C2)N=NC3=CC=CC=C3 (4-(phenylazo)diphenylamine), C1(CCCCC1)O (cyclohexanol), CC(C)([O-])C.[K+] (potassium t-butoxide), 4-(phenyazo)-diphenylamine. Product: C1=CC=C(C=C1)NC2=CC=C(C=C2)N (4-aminodiphenylamine), NC1=CC=CC=C1 (aniline). RXN SMILES: [CH:1]1[CH:6]=[CH:5][C:4]([NH:7][C:8]2[CH:13]=[CH:12][C:11]([N:14]=NC3C=CC=CC=3)=[CH:10][CH:9]=2)=[CH:3][CH:2]=1.C1(O)CCCCC1.CC(C)([O-])C.[K+]>>[CH:1]1[CH:2]=[CH:3][C:4]([NH:7][C:8]2[CH:13]=[CH:12][C:11]([NH2:14])=[CH:10][CH:9]=2)=[CH:5][CH:6]=1.[NH2:7][C:4]1[CH:5]=[CH:6][CH:1]=[CH:2][CH:3]=1 |f:2.3|. Procedure details: A solution of 4-(phenylazo)diphenylamine (0.273 g), cyclohexanol (5 g) and potassium t-butoxide (1 g) was heated at reflux under nitrogen for 4 hours. Analysis of the reaction mixture by HPLC indicated all of the 4-(phenyazo)-diphenylamine was consumed. 4-aminodiphenylamine and aniline were produced in 99% yield based on 4-(phenylazo)diphenylamine charged. Starting materials: C(C)OC(CN1N=C(N(C1=O)C1CC1)C1=C(C=CC=C1)OC)=O (ethyl[4-cyclopropyl-3-(2-methoxyphenyl)-5-oxo-4,5-dihydro-1H-1,2,4-triazol-1-yl]-acetate), [OH-].[K+] (potassium hydroxide). Run in CO (methanol). Yields the product C1(CC1)N1C(=NN(C1=O)CC(=O)O)C1=C(C=CC=C1)OC ([4-cyclopropyl-3-(2-methoxyphenyl)-5-oxo-4,5-dihydro-1H-1,2,4-triazol-1-yl]acetic acid). As a reaction SMILES: C([O:3][C:4](=[O:23])[CH2:5][N:6]1[C:10](=[O:11])[N:9]([CH:12]2[CH2:14][CH2:13]2)[C:8]([C:15]2[CH:20]=[CH:19][CH:18]=[CH:17][C:16]=2[O:21][CH3:22])=[N:7]1)C.[OH-].[K+]>CO>[CH:12]1([N:9]2[C:10](=[O:11])[N:6]([CH2:5][C:4]([OH:23])=[O:3])[N:7]=[C:8]2[C:15]2[CH:20]=[CH:19][CH:18]=[CH:17][C:16]=2[O:21][CH3:22])[CH2:14][CH2:13]1 |f:1.2|. Reported procedure: 140 mg (0.44 mmol) of ethyl[4-cyclopropyl-3-(2-methoxyphenyl)-5-oxo-4,5-dihydro-1H-1,2,4-triazol-1-yl]-acetate from Example 72A are placed in 0.3 ml methanol and stirred overnight at room temperature with 0.12 ml of 20% aqueous potassium hydroxide. This is then concentrated and adjusted to about pH 1 with 1 N hydrochloric acid. The precipitated solid is filtered off, washed with diethyl ether and then dried in vacuo. 81 mg (63% of theory) of the target compound are thus obtained.